From a dataset of the Open Reaction Database (ORD), a public repository of structured organic reaction records. describe an organic reaction: reactants, conditions, products, and yield Starting materials: potassium carbonates, FC(S(=O)(=O)OCC(F)(F)F)(F)F (2,2,2-trifluoroethyl trifluoromethanesulfonate), C1(O)=CC=C(O)C=C1 (hydroquinone). Solvent: CC(=O)C (acetone), CC(=O)C (acetone). Reaction conditions: time 2 hour. The product is FC(COC1=CC=C(C=C1)OCC(F)(F)F)(F)F (1,4-bis(2,2,2-trifluoroethoxy)benzene). Isolated yield 88.0%. RXN SMILES: FC(F)(F)S([O:6][CH2:7][C:8]([F:11])([F:10])[F:9])(=O)=O.[C:14]1([CH:21]=[CH:20][C:18]([OH:19])=[CH:17][CH:16]=1)O>CC(C)=O>[F:9][C:8]([F:11])([F:10])[CH2:7][O:19][C:18]1[CH:20]=[CH:21][C:14]([O:6][CH2:7][C:8]([F:9])([F:10])[F:11])=[CH:16][CH:17]=1. Procedure: To a mixture of 2.42 moles (334.4 g.) of potassium carbonates, 2.2 moles (510.6 g.) of 2,2,2-trifluoroethyl trifluoromethanesulfonate in 1.02 liter of acetone is added a solution of 1.0 mole (110 g.) of hydroquinone in 1.1 liter of acetone, slowly over a 2 hour period. The reaction is then heated at reflux for 24 hours, the reaction mixture is evaporated, and 2 liters of chloroform and 2 liters of water are added to the residue. The chloroform layer is separated, the aqueous layer is washed twic... The reactants are ClC1=CC(=CC=C1)C(=O)OO (3-chloroperbenzoic acid), CS(=O)(=O)N1CCSC2=C(C1)C=CC=C2 (4-methylsulphonyl-2,3,4,5-tetrahydro-1,4-benzothiazepine). The solvent is ClCCl (dichloromethane), ClCCl (dichloromethane). Run at time 15 minute. The product is CS(=O)(=O)N1CCS(C2=C(C1)C=CC=C2)=O (4-methylsulphonyl-2,3,4,5-tetrahydro-1,4-benzothiazepine 1-oxide). Reaction SMILES: ClC1C=CC=C(C(OO)=[O:9])C=1.[CH3:12][S:13]([N:16]1[CH2:22][C:21]2[CH:23]=[CH:24][CH:25]=[CH:26][C:20]=2[S:19][CH2:18][CH2:17]1)(=[O:15])=[O:14]>ClCCl>[CH3:12][S:13]([N:16]1[CH2:22][C:21]2[CH:23]=[CH:24][CH:25]=[CH:26][C:20]=2[S:19](=[O:9])[CH2:18][CH2:17]1)(=[O:14])=[O:15]. Procedure details: A solution of 3-chloroperbenzoic acid (1.4 g) in dichloromethane (200 ml) was added dropwise with cooling from 0° C. to -2° C. to a stirred solution of 4-methylsulphonyl-2,3,4,5-tetrahydro-1,4-benzothiazepine (2 g, prepared as Example 17 above) in dichloromethane (50 ml). The reaction mixture was stirred for 15 minutes, washed with water, dried and the solvent was removed by evaporation at reduced pressure. Purification of the residue by flash chromatography using dichloromethane/ethanol (95:5) ... Starting materials: NC1=C(C(=CC=C1N)[N+](=O)[O-])C (2,3-diamino-6-nitrotoluene), C(=O)O (formic acid), Cl (HCl), [OH-].[NH4+] (ammonium hydroxide). Solvent: O (water). The product is CC1=C(C=CC=2N=CNC21)[N+](=O)[O-] (4-methyl-5-nitrobenzimidazole). RXN SMILES: [NH2:1][C:2]1[C:7]([NH2:8])=[CH:6][CH:5]=[C:4]([N+:9]([O-:11])=[O:10])[C:3]=1[CH3:12].[CH:13](O)=O.Cl.[OH-].[NH4+]>O>[CH3:12][C:3]1[C:2]2[NH:1][CH:13]=[N:8][C:7]=2[CH:6]=[CH:5][C:4]=1[N+:9]([O-:11])=[O:10] |f:3.4|. Reported procedure: A mixture of 2,3-diamino-6-nitrotoluene (11.81 g), formic acid (88%, 390 mL) and 12N HCl (38 mL) is heated to reflux for 1 hour. The resulting mixture is cooled to room temperature and rotary evaporated. The residue is diluted with water (200 mL), then basified with ammonium hydroxide (28-30%). The suspension is extracted with ethyl acetate (3×200 mL). The combined extracts are dried over magnesium sulfate (MgSO4) and evaporated to afford 4-methyl-5-nitrobenzimidazole as an orange solid. The reactants are Cl, CCOC(=O)C(c1ccccc1)N1CCC(O)CC1. The product is Cl, O=C(O)C(c1ccccc1)N1CCC(O)CC1. RXN SMILES: [ClH:20].[OH:1][CH:2]1[CH2:3][CH2:4][N:5]([CH:8]([C:9](=[O:10])[O:11][CH2:12][CH3:13])[c:14]2[cH:15][cH:16][cH:17][cH:18][cH:19]2)[CH2:6][CH2:7]1>>[ClH:20].[OH:1][CH:2]1[CH2:3][CH2:4][N:5]([CH:8]([C:9](=[O:10])[OH:11])[c:14]2[cH:15][cH:16][cH:17][cH:18][cH:19]2)[CH2:6][CH2:7]1. Reactants: ClC1=CC(=NC2=CC=C(C=C12)F)C1=CC=CC=C1 (4-chloro-6-fluoro-2-phenylquinoline), N1CCC(C(=O)OCC)CC1 (ethyl isonipecotate), C(C)O (ethanol). Solvent: O (water). Yields the product C(C)OC(=O)C1CCN(CC1)C1=CC(=NC2=CC=C(C=C12)F)C1=CC=CC=C1 (1-[6-Fluoro-2-phenyl-4-quinolinyl]-4-piperidinecarboxylic acid ethyl ester). RXN SMILES: Cl[C:2]1[C:11]2[C:6](=[CH:7][CH:8]=[C:9]([F:12])[CH:10]=2)[N:5]=[C:4]([C:13]2[CH:18]=[CH:17][CH:16]=[CH:15][CH:14]=2)[CH:3]=1.[NH:19]1[CH2:29][CH2:28][CH:22]([C:23]([O:25][CH2:26][CH3:27])=[O:24])[CH2:21][CH2:20]1.C(O)C>O>[CH2:26]([O:25][C:23]([CH:22]1[CH2:28][CH2:29][N:19]([C:2]2[C:11]3[C:6](=[CH:7][CH:8]=[C:9]([F:12])[CH:10]=3)[N:5]=[C:4]([C:13]3[CH:18]=[CH:17][CH:16]=[CH:15][CH:14]=3)[CH:3]=2)[CH2:20][CH2:21]1)=[O:24])[CH3:27]. Procedure details: A mixture of 9.0 g of 4-chloro-6-fluoro-2-phenylquinoline prepared according to the procedure described in example 9(b) and 18 ml of ethyl isonipecotate was stirred and heated in an oil bath at 160°-165° for 2 hr. It was then cooled and diluted with water. Addition of ethanol caused a solid to form which was collected to give 7.2 g of product as white prisms, mp 120°-124°. Starting materials: C(#N)C1=C(C=C(C=C1)N(CC(=O)O)CC1CC1)C(F)(F)F (N-[4-cyano-3-(trifluoromethyl)phenyl]-N-(cyclopropylmethyl)glycine), C1(=CC=CC=C1)[C@@H](C)N ((1R)-1-phenylethanamine). Yields the product C(#N)C1=C(C=C(C=C1)N(CC(=O)N[C@H](C)C1=CC=CC=C1)CC1CC1)C(F)(F)F (N2-[4-Cyano-3-(trifluoromethyl)phenyl]-N2-(cyclopropylmethyl)-N1-[(1R)-1-phenylethyl]glycinamide). Reaction SMILES: [C:1]([C:3]1[CH:8]=[CH:7][C:6]([N:9]([CH2:14][CH:15]2[CH2:17][CH2:16]2)[CH2:10][C:11]([OH:13])=O)=[CH:5][C:4]=1[C:18]([F:21])([F:20])[F:19])#[N:2].[C:22]1([C@H:28]([NH2:30])[CH3:29])[CH:27]=[CH:26][CH:25]=[CH:24][CH:23]=1>>[C:1]([C:3]1[CH:8]=[CH:7][C:6]([N:9]([CH2:14][CH:15]2[CH2:17][CH2:16]2)[CH2:10][C:11]([NH:30][C@@H:28]([C:22]2[CH:27]=[CH:26][CH:25]=[CH:24][CH:23]=2)[CH3:29])=[O:13])=[CH:5][C:4]=1[C:18]([F:21])([F:20])[F:19])#[N:2]. Reported procedure: Synthesized as described for Example 91C using N-[4-cyano-3-(trifluoromethyl)phenyl]-N-(cyclopropylmethyl)glycine and (1R)-1-phenylethanamine: MS (APCI) m/z 402 (M+1). The reactants are BrC1=CN=C2N1C=CC(=N2)C(C)(C)C (3-Bromo-7-tert-butylimidazo[1,2-α]pyrimidine), FC1=C(C=C(C=C1)B1OC(C(O1)(C)C)(C)C)C=1C(=CC=CC1)C#N (2′-fluoro-5′-(4,4,5,5-tetramethyl-[1,3,2]dioxaborolan-2-yl)biphenyl-2-carbonitrile). Yields the product FC1=C(C=C(C=C1)C1=CN=C2N1C=CC(=N2)C(C)(C)C)C=2C(=CC=CC2)C#N (2′-fluoro-5′-(7-tert-butylimidazo[1,2-α]pyrimidin-3-yl)biphenyl-2-carbonitrile). RXN SMILES: Br[C:2]1[N:6]2[CH:7]=[CH:8][C:9]([C:11]([CH3:14])([CH3:13])[CH3:12])=[N:10][C:5]2=[N:4][CH:3]=1.[F:15][C:16]1[CH:21]=[CH:20][C:19](B2OC(C)(C)C(C)(C)O2)=[CH:18][C:17]=1[C:31]1[C:32]([C:37]#[N:38])=[CH:33][CH:34]=[CH:35][CH:36]=1>>[F:15][C:16]1[CH:21]=[CH:20][C:19]([C:2]2[N:6]3[CH:7]=[CH:8][C:9]([C:11]([CH3:14])([CH3:13])[CH3:12])=[N:10][C:5]3=[N:4][CH:3]=2)=[CH:18][C:17]=1[C:31]1[C:32]([C:37]#[N:38])=[CH:33][CH:34]=[CH:35][CH:36]=1. Procedure details: 3-Bromo-7-tert-butylimidazo[1,2-α]pyrimidine was coupled with 2′-fluoro-5′-(4,4,5,5-tetramethyl-[1,3,2]dioxaborolan-2-yl)biphenyl-2-carbonitrile as described in Example 1 to give 2′-fluoro-5′-(7-tert-butylimidazo[1,2-α]pyrimidin-3-yl)biphenyl-2-carbonitrile as an off-white powder: δH (360 MHz, CDCl3) 1.43 (9H, s), 7.05 (1H, d, J 7), 7.37-7.73 (6H, m), 7.81 (1H, s), 7.85 (1H, dd, J 8 and 1), 8.75 (1H, d, J 7); m/z (ES+) 371 (M++H). RXN SMILES: [CH3:21][C:22](=[O:23])[OH:24].[OH:1][c:2]1[c:3]([CH3:20])[c:4]2[c:9]([c:10]([CH3:13])[c:11]1[CH3:12])[O:8][CH:7]([C:14](=[O:15])[O:16][CH2:17][CH3:18])[CH2:6][C:5]2=[O:19]>>[OH:1][c:2]1[c:3]([CH3:20])[c:4]2[c:9]([c:10]([CH3:13])[c:11]1[CH3:12])[O:8][CH:7]([C:14](=[O:15])[O:16][CH2:17][CH3:18])[CH2:6][CH2:5]2. The reactants are CC(=O)O, CCOC(=O)C1CC(=O)c2c(C)c(O)c(C)c(C)c2O1. The product is CCOC(=O)C1CCc2c(C)c(O)c(C)c(C)c2O1. The reactants are CC#N, FC(F)(F)C1CO1, [Li+], NCc1ccccc1, O=S(=O)([O-])C(F)(F)F. Yields the product OC(CNCc1ccccc1)C(F)(F)F. Reaction SMILES: [CH3:25][C:26]#[N:27].[F:10][C:11]([CH:12]1[O:13][CH2:14]1)([F:15])[F:16].[Li+:9].[NH2:17][CH2:18][c:19]1[cH:20][cH:21][cH:22][cH:23][cH:24]1.[S:1]([O-:2])([C:3]([F:4])([F:5])[F:6])(=[O:7])=[O:8]>>[F:10][C:11]([CH:12]([OH:13])[CH2:14][NH:17][CH2:18][c:19]1[cH:20][cH:21][cH:22][cH:23][cH:24]1)([F:15])[F:16].